Dataset: the Open Reaction Database (ORD), a public repository of structured organic reaction records. Task: describe an organic reaction: reactants, conditions, products, and yield Reactants: FC(C1=CC=C(CN)C=C1)(F)F (4-(Trifluoromethyl)benzylamine), Cl (Hydrochloric acid), COC(=O)C1=C(COC=2C=C(C=CC2)CC(=O)O)C=CC=C1 ((3-{[2-(Methoxycarbonyl)benzyl]oxy}phenyl)acetic acid), C(CCl)Cl (EDC). Reagents/catalysts: CN(C)C=1C=CN=CC1 (DMAP). The solvent is O (water), C(Cl)Cl (DCM). Conditions: time 8 hour. The product is O=C(CC=1C=C(OCC2=C(C(=O)OC)C=CC=C2)C=CC1)NCC1=CC=C(C=C1)C(F)(F)F (Methyl 2-{[3-(2-oxo-2-{[4-(trifluoromethyl)benzyl]amino}ethyl)phenoxy]methyl}-benzoate). Reaction SMILES: [CH3:1][O:2][C:3]([C:5]1[CH:22]=[CH:21][CH:20]=[CH:19][C:6]=1[CH2:7][O:8][C:9]1[CH:10]=[C:11]([CH2:15][C:16]([OH:18])=O)[CH:12]=[CH:13][CH:14]=1)=[O:4].[F:23][C:24]([F:34])([F:33])[C:25]1[CH:32]=[CH:31][C:28]([CH2:29][NH2:30])=[CH:27][CH:26]=1.C(Cl)CCl.Cl>C(Cl)Cl.CN(C1C=CN=CC=1)C.O>[O:18]=[C:16]([NH:30][CH2:29][C:28]1[CH:27]=[CH:26][C:25]([C:24]([F:23])([F:33])[F:34])=[CH:32][CH:31]=1)[CH2:15][C:11]1[CH:10]=[C:9]([CH:14]=[CH:13][CH:12]=1)[O:8][CH2:7][C:6]1[CH:19]=[CH:20][CH:21]=[CH:22][C:5]=1[C:3]([O:2][CH3:1])=[O:4]. Procedure: (3-{[2-(Methoxycarbonyl)benzyl]oxy}phenyl)acetic acid (60 mg, 0.2 mmol) was dissolved in DCM (2 ml). 4-(Trifluoromethyl)benzylamine (42 mg, 0.24 mmol) was added, then EDC (46 mg, (0.24 mmol) was added and then DMAP (29.3 mg, 0.24 mmol) was added. The mixture was stirred at room temperature overnight. 1% Hydrochloric acid (1 ml) and water (1 ml) were added to the mixture. The two phases were separated by using a Whatman Filter Tube. The obtained organic portion was evaporated in vacuum and 82 mg ... As a reaction SMILES: O=[C:2]1[CH2:7][CH2:6][CH2:5][CH2:4][N:3]1[C:8]1[CH:21]=[CH:20][C:11]([CH:12]=[C:13]2[S:17][C:16](=[O:18])[NH:15][C:14]2=[O:19])=[CH:10][CH:9]=1.[OH:22][C@@H:23]([CH2:36][NH2:37])[CH2:24][O:25][C:26]1[C:34]2[NH:33][C:32](=[O:35])[NH:31][C:30]=2[CH:29]=[CH:28][CH:27]=1>>[OH:22][C@H:23]([CH2:24][O:25][C:26]1[C:34]2[NH:33][C:32](=[O:35])[NH:31][C:30]=2[CH:29]=[CH:28][CH:27]=1)[CH2:36][NH:37][CH:6]1[CH2:5][CH2:4][N:3]([C:8]2[CH:21]=[CH:20][C:11]([CH:12]=[C:13]3[S:17][C:16](=[O:18])[NH:15][C:14]3=[O:19])=[CH:10][CH:9]=2)[CH2:2][CH2:7]1. Reactants: O=C1N(CCCC1)C1=CC=C(C=C2C(NC(S2)=O)=O)C=C1 (5-[4-(Oxo-piperidine-1-yl)-benzylidene]-thiazolidine-2,4-dione), O[C@H](COC1=CC=CC=2NC(NC21)=O)CN ((S)-4-[2-hydroxy-3-aminopropoxy]-1,3-dihydro-2H-benzimidazol-2-one). Procedure details: The title compound was prepared from 5-[4-(4-oxo-piperidine-1-yl)-benzylidene]-thiazolidine-2,4-dione (which was obtained in Example 36) and (S)-4-[2-hydroxy-3-aminopropoxy]-1,3-dihydro-2H-benzimidazol-2-one (U.S. Pat. No. 5,786,356/1998) according to the procedure of Example 73 as a pale yellowish solid; mp >240° C. (decomposed); 1H NMR (300 MHz, DMSO-d6) δ 1.45-1.60 (m, 2H), 2.00-2.15 (m, 2H), 2.86 (brt, J=9.0 Hz, 2H), 2.90-3.60 (m, 3H), 3.91 (brd, J=9.4 Hz, 1H), 3.93-4.10 (m, 3H), 5.40 (brs, ... The product is O[C@@H](CNC1CCN(CC1)C1=CC=C(C=C2C(NC(S2)=O)=O)C=C1)COC1=CC=CC=2NC(NC21)=O (5-(4-{4-[(2S)-2-Hydroxy-3-(2-oxo-2,3-dihydro-1H-benzoimidazol-4-yloxy)-propylamino]-piperidine-1-yl}-benzylidene)-thiazolidine-2,4-dione). Reactants: CC=1N=C(SC1CO)C1=CC=CC=C1 ((4-methyl-2-phenyl-thiazol-5-yl)-methanol), C1(=CC=CC=C1)P(C1=CC=CC=C1)C1=CC=CC=C1 (triphenylphosphine), N(=NC(=O)OCC)C(=O)OCC (DEAD), C(C)OC(C(CC1=CC(=C(C=C1)O)F)OCC)=O ([rac]-2-ethoxy-3-(3-fluoro-4-hydroxy-phenyl)-propionic acid ethyl ester). The solvent is O1CCCC1 (tetrahydrofuran). Product: C(C)OC(C(CC1=CC(=C(C=C1)OCC1=C(N=C(S1)C1=CC=CC=C1)C)F)OCC)=O ([rac]-2-ethoxy-3-[3-fluoro-4-(4-methyl-2-phenyl-thiazol-5-ylmethoxy)-phenyl]-propionic acid ethyl ester). RXN SMILES: [CH2:1]([O:3][C:4](=[O:18])[CH:5]([O:15][CH2:16][CH3:17])[CH2:6][C:7]1[CH:12]=[CH:11][C:10]([OH:13])=[C:9]([F:14])[CH:8]=1)[CH3:2].[CH3:19][C:20]1[N:21]=[C:22]([C:27]2[CH:32]=[CH:31][CH:30]=[CH:29][CH:28]=2)[S:23][C:24]=1[CH2:25]O.C1(P(C2C=CC=CC=2)C2C=CC=CC=2)C=CC=CC=1.N(C(OCC)=O)=NC(OCC)=O>O1CCCC1>[CH2:1]([O:3][C:4](=[O:18])[CH:5]([O:15][CH2:16][CH3:17])[CH2:6][C:7]1[CH:12]=[CH:11][C:10]([O:13][CH2:25][C:24]2[S:23][C:22]([C:27]3[CH:28]=[CH:29][CH:30]=[CH:31][CH:32]=3)=[N:21][C:20]=2[CH3:19])=[C:9]([F:14])[CH:8]=1)[CH3:2]. Procedure: In analogy to the procedure described in example 1 d], [rac]-2-ethoxy-3-(3-fluoro-4-hydroxy-phenyl)-propionic acid ethyl ester (example 7 a]) was reacted with (4-methyl-2-phenyl-thiazol-5-yl)-methanol in tetrahydrofuran in the presence of triphenylphosphine and DEAD (diethyl azodicarboxylate) to yield [rac]-2-ethoxy-3-[3-fluoro-4-(4-methyl-2-phenyl-thiazol-5-ylmethoxy)-phenyl]-propionic acid ethyl ester, which was further saponified in analogy to the procedure described in example 4 e], to yield... Starting materials: COc1ccc(N2CCOCC2)c2sc(NC(=O)c3ccnc(Br)c3)nc12, O=C([O-])[O-], CCOC1CNC1, CN1CCCC1=O, Cl, [Cs+], [Cs+]. The product is CCOC1CN(c2cc(C(=O)Nc3nc4c(OC)ccc(N5CCOCC5)c4s3)ccn2)C1. Reaction SMILES: [Br:1][c:2]1[cH:3][c:4]([C:5](=[O:6])[NH:7][c:8]2[s:9][c:10]3[c:11]([n:12]2)[c:13]([O:23][CH3:24])[cH:14][cH:15][c:16]3[N:17]2[CH2:18][CH2:19][O:20][CH2:21][CH2:22]2)[cH:25][cH:26][n:27]1.[C:28](=[O:29])([O-:30])[O-:31].[CH2:35]([CH3:36])[O:37][CH:38]1[CH2:39][NH:40][CH2:41]1.[CH3:42][N:43]1[CH2:44][CH2:45][CH2:46][C:47]1=[O:48].[ClH:34].[Cs+:32].[Cs+:33]>>[c:2]1([N:40]2[CH2:39][CH:38]([O:37][CH2:35][CH3:36])[CH2:41]2)[cH:3][c:4]([C:5](=[O:6])[NH:7][c:8]2[s:9][c:10]3[c:11]([n:12]2)[c:13]([O:23][CH3:24])[cH:14][cH:15][c:16]3[N:17]2[CH2:18][CH2:19][O:20][CH2:21][CH2:22]2)[cH:25][cH:26][n:27]1. The reactants are C(Cl)Cl.CCCCCC (CH2Cl2 hexane), C(C)(C)C1=NC=2C(CCCC2C(=C1C(=O)OCC)C1=CC=C(C=C1)F)(C)C (2-Isopropyl-3-carboethoxy-4-(4-fluorophenyl)-5,6,7,8-tetrahydro-8,8-dimethylquinoline), [H-].[Al+3].[Li+].[H-].[H-].[H-] (lithium aluminum hydride). The solvent is C1CCOC1 (THF). The product is C(C)(C)C1=NC=2C(CCCC2C(=C1CO)C1=CC=C(C=C1)F)(C)C (2-Isopropyl-3-hydroxymethyl-4-(4-fluorophenyl)-5,6,7,8-tetrahydro-8,8-dimethylquinoline). Isolated yield 69.4%. As a reaction SMILES: [CH:1]([C:4]1[C:13]([C:14](OCC)=[O:15])=[C:12]([C:19]2[CH:24]=[CH:23][C:22]([F:25])=[CH:21][CH:20]=2)[C:11]2[CH2:10][CH2:9][CH2:8][C:7]([CH3:27])([CH3:26])[C:6]=2[N:5]=1)([CH3:3])[CH3:2].[H-].[Al+3].[Li+].[H-].[H-].[H-].C(Cl)Cl.CCCCCC>C1COCC1>[CH:1]([C:4]1[C:13]([CH2:14][OH:15])=[C:12]([C:19]2[CH:20]=[CH:21][C:22]([F:25])=[CH:23][CH:24]=2)[C:11]2[CH2:10][CH2:9][CH2:8][C:7]([CH3:27])([CH3:26])[C:6]=2[N:5]=1)([CH3:3])[CH3:2] |f:1.2.3.4.5.6,7.8|. Reported procedure: To the intermediate obtained in Step B (1.32 g, 3.6 mmol) in THF (35 mL) was added lithium aluminum hydride (1 M/THF, 2 eq., 7.2 mL) dropwise. The reaction was refluxed for 1.5 hours and cooled to room temperature. Then the reaction was quenched with water and the THF was evaporated. The residue was partitioned between diethyl ether (150 mL) and water (100 mL). The organic layer was washed with brine (1×100 mL), dried with MgSO4, filtered, and concentrated to afford a solid. Flash chromatography... Starting materials: O=C([O-])[O-], O=[N+]([O-])c1ccnc(Cl)c1, Cl, [Cs+], [Cs+], CN(C)C=O, O=C(O)C1CCc2ccc(O)cc2C1. The product is O=C(O)C1CCc2ccc(Oc3ccnc(Cl)c3)cc2C1. RXN SMILES: [C:25](=[O:26])([O-:27])[O-:28].[Cl:15][c:16]1[n:17][cH:18][cH:19][c:20]([N+:22]([O-:23])=[O:24])[cH:21]1.[ClH:31].[Cs+:29].[Cs+:30].[O:32]=[CH:33][N:34]([CH3:35])[CH3:36].[OH:1][c:2]1[cH:3][cH:4][c:5]2[c:10]([cH:11]1)[CH2:9][CH:8]([C:12](=[O:13])[OH:14])[CH2:7][CH2:6]2>>[O:1]([c:2]1[cH:3][cH:4][c:5]2[c:10]([cH:11]1)[CH2:9][CH:8]([C:12](=[O:13])[OH:14])[CH2:7][CH2:6]2)[c:20]1[cH:19][cH:18][n:17][c:16]([Cl:15])[cH:21]1. The reactants are C(=O)O (Formic acid), C=O (formaldehyde), C(#N)[BH3-].[Na+] (sodium cyanoborohydride), ClC=1C=C(C=CC1)C1=NOC(=N1)C1C=2N(CCN1)C(=NN2)C2=CC=C(C=C2)OC (8-[3-(3-chloro-phenyl)-[1,2,4]oxadiazol-5-yl]-3-(4-methoxy-phenyl)-5,6,7,8-tetrahydro-[1,2,4]triazolo[4,3-a]pyrazine). The solvent is CO (methanol), O (water). Conditions: time 30 minute. Product: ClC=1C=C(C=CC1)C1=NOC(=N1)C1C=2N(CCN1C)C(=NN2)C2=CC=C(C=C2)OC (8-[3-(3-Chloro-phenyl)-[1,2,4]oxadiazol-5-yl]-3-(4-methoxy-phenyl)-7-methyl-5,6,7,8-tetrahydro-[1,2,4]triazolo[4,3-a]pyrazine). The yield is 77.0%. RXN SMILES: [CH:1](O)=O.C=O.C([BH3-])#N.[Na+].[Cl:10][C:11]1[CH:12]=[C:13]([C:17]2[N:21]=[C:20]([CH:22]3[NH:27][CH2:26][CH2:25][N:24]4[C:28]([C:31]5[CH:36]=[CH:35][C:34]([O:37][CH3:38])=[CH:33][CH:32]=5)=[N:29][N:30]=[C:23]34)[O:19][N:18]=2)[CH:14]=[CH:15][CH:16]=1>CO.O>[Cl:10][C:11]1[CH:12]=[C:13]([C:17]2[N:21]=[C:20]([CH:22]3[N:27]([CH3:1])[CH2:26][CH2:25][N:24]4[C:28]([C:31]5[CH:36]=[CH:35][C:34]([O:37][CH3:38])=[CH:33][CH:32]=5)=[N:29][N:30]=[C:23]34)[O:19][N:18]=2)[CH:14]=[CH:15][CH:16]=1 |f:2.3|. Reported procedure: Formic acid (0.1 mL), formaldehyde (37 wt. % solution in water, 0.1 mL) and sodium cyanoborohydride (1.0 M in THF, 0.1 mL) were added to a solution of 8-[3-(3-chloro-phenyl)-[1,2,4]oxadiazol-5-yl]-3-(4-methoxy-phenyl)-5,6,7,8-tetrahydro-[1,2,4]triazolo[4,3-a]pyrazine (30 mg, 0.071 mmol) in methanol (0.8 mL) at room temperature. After stirring for 30 minutes, the reaction mixture was diluted with water and then extracted with chloroform (4 times), dried over anhydrous sodium sulfate, filtered and... The reactants are COC=1C=C(C=C2C=C(NC12)C(N)=S)OC1=NC=C(C=C1)S(=O)(=O)C (7-methoxy-5-{[5-(methylsulfonyl)pyridin-2-yl]oxy}-1H-indole-2-carbothioamide), C(C#CC)(=O)OCC (ethyl 2-butynoate), C(CCC)P(CCCC)CCCC (tributylphosphine), O1CCCC1 (tetrahydrofuran). The solvent is C1(=CC=CC=C1)C (toluene). Reaction conditions: temperature 50 celsius, time 2 hour. The product is COC=1C=C(C=C2C=C(NC12)C=1SC(CN1)CC(=O)OCC)OC1=NC=C(C=C1)S(=O)(=O)C (Ethyl [2-(7-methoxy-5-{[5-(methylsulfonyl)pyridin-2-yl]oxy}-1H-indol-2-yl)-4,5-dihydro-1,3-thiazol-5-yl]acetate). The yield is 51.0%. RXN SMILES: [CH3:1][O:2][C:3]1[CH:4]=[C:5]([O:15][C:16]2[CH:21]=[CH:20][C:19]([S:22]([CH3:25])(=[O:24])=[O:23])=[CH:18][N:17]=2)[CH:6]=[C:7]2[C:11]=1[NH:10][C:9]([C:12](=[S:14])[NH2:13])=[CH:8]2.[C:26]([O:31][CH2:32][CH3:33])(=[O:30])[C:27]#[C:28][CH3:29].C(P(CCCC)CCCC)CCC.O1CCCC1>C1(C)C=CC=CC=1>[CH3:1][O:2][C:3]1[CH:4]=[C:5]([O:15][C:16]2[CH:21]=[CH:20][C:19]([S:22]([CH3:25])(=[O:24])=[O:23])=[CH:18][N:17]=2)[CH:6]=[C:7]2[C:11]=1[NH:10][C:9]([C:12]1[S:14][CH:28]([CH2:27][C:26]([O:31][CH2:32][CH3:33])=[O:30])[CH2:29][N:13]=1)=[CH:8]2. Procedure details: A mixture of 7-methoxy-5-{[5-(methylsulfonyl)pyridin-2-yl]oxy}-1H-indole-2-carbothioamide (2.06 g), ethyl 2-butynoate (0.95 mL), tributylphosphine (1.35 mL), tetrahydrofuran (50 mL) and toluene (100 mL) was stirred at 50° C. for 2 h. The mixture was concentrated under reduced pressure. The residue was purified by silica gel column chromatography (ethyl acetate/hexane=10/90 to 85/15, volume ratio) to give the title compound (1.36 g, 51%) as a pale yellow amorphous solid. MS 490 (MH+). The reactants are FC1=CC=C(C=C1)C(C(CCCC(=O)OCC)O)=O (ethyl 6-(4-fluorophenyl)-5-hydroxy-6-oxohexanoate), N1=CC=CC=C1 (pyridine), C(OC1=CC=CC=C1)(=O)Cl (phenyl chlorocarbonate). Solvent: O1CCCC1 (tetrahydrofuran). Yields the product FC1=CC=C(C=C1)C(C(CCCC(=O)OCC)OC(=O)OC1=CC=CC=C1)=O (ethyl 6-(4-fluorophenyl)-6-oxo-5-phenoxycarbonyloxyhexanoate). Yield: 92.6%. RXN SMILES: [F:1][C:2]1[CH:7]=[CH:6][C:5]([C:8](=[O:19])[CH:9]([OH:18])[CH2:10][CH2:11][CH2:12][C:13]([O:15][CH2:16][CH3:17])=[O:14])=[CH:4][CH:3]=1.N1C=CC=CC=1.[C:26](Cl)(=[O:34])[O:27][C:28]1[CH:33]=[CH:32][CH:31]=[CH:30][CH:29]=1>O1CCCC1>[F:1][C:2]1[CH:7]=[CH:6][C:5]([C:8](=[O:19])[CH:9]([O:18][C:26]([O:27][C:28]2[CH:33]=[CH:32][CH:31]=[CH:30][CH:29]=2)=[O:34])[CH2:10][CH2:11][CH2:12][C:13]([O:15][CH2:16][CH3:17])=[O:14])=[CH:4][CH:3]=1. Reported procedure: To a mixture of ethyl 6-(4-fluorophenyl)-5-hydroxy-6-oxohexanoate (13.5 g), pyridine (4.40 g) and tetrahydrofuran (100 ml) was added dropwise phenyl chlorocarbonate (8.67 g) with stirring under ice-cooling. The mixture was stirred at room temperature for 16 hours. This reaction mixture was concentrated, diluted with ethyl acetate (400 ml) and washed with water (200 ml). The organic layer was dried over anhydrous magnesium sulfate, and concentrated to give ethyl 6-(4-fluorophenyl)-6-oxo-5-phenoxy... Conditions: time 2 hour. Yields the product CC=1C=C(C=CC1C)C=1C=C(C=NC1OCC(F)(F)F)NC(C1=CN=CC=C1)=O (N-(5-(3,4-dimethylphenyl)-6-(2,2,2-trifluoroethoxy)pyridin-3-yl)nicotinamide). Reagents/catalysts: C1=CC=C(C=C1)P([C-]2C=CC=C2)C3=CC=CC=C3.C1=CC=C(C=C1)P([C-]2C=CC=C2)C3=CC=CC=C3.Cl[Pd]Cl.[Fe+2] (Pd(dppf)2Cl2). Solvent: C(C)(=O)OCC (ethyl acetate). Procedure: In a 25 mL sealed tube N-(5-bromo-6-(2,2,2-trifluoroethoxy)pyridin-3-yl)nicotinamide (200 mg, 532 μmol) was combined with toluene (11 mL). Under argon atmosphere, were added 3.4-dimethylbenzeneboronic acid (160 mg, 1.06 mmol), an aqueous solution of sodium carbonate (2M, 0.53 mL) and Pd(dppf)2Cl2 (12 mg, 0.016 mmol). After two hours at 90° C., the dark red suspension was cooled to room temperature, diluted with ethyl acetate (10 mL), and washed with water (10 mL) and brine (10 mL). The aqueous l... Yield: 45.0%. Reactants: BrC=1C=C(C=NC1OCC(F)(F)F)NC(C1=CN=CC=C1)=O (N-(5-bromo-6-(2,2,2-trifluoroethoxy)pyridin-3-yl)nicotinamide), C([O-])([O-])=O.[Na+].[Na+] (sodium carbonate), C1(=CC=CC=C1)C (toluene), CC=1C=C(C=CC1C)B(O)O (3.4-dimethylbenzeneboronic acid). Reaction SMILES: Br[C:2]1[CH:3]=[C:4]([NH:14][C:15](=[O:22])[C:16]2[CH:21]=[CH:20][CH:19]=[N:18][CH:17]=2)[CH:5]=[N:6][C:7]=1[O:8][CH2:9][C:10]([F:13])([F:12])[F:11].C1(C)C=CC=CC=1.[CH3:30][C:31]1[CH:32]=[C:33](B(O)O)[CH:34]=[CH:35][C:36]=1[CH3:37].C(=O)([O-])[O-].[Na+].[Na+]>C(OCC)(=O)C.C1C=CC(P(C2C=CC=CC=2)[C-]2C=CC=C2)=CC=1.C1C=CC(P(C2C=CC=CC=2)[C-]2C=CC=C2)=CC=1.Cl[Pd]Cl.[Fe+2]>[CH3:30][C:31]1[CH:32]=[C:33]([C:2]2[CH:3]=[C:4]([NH:14][C:15](=[O:22])[C:16]3[CH:21]=[CH:20][CH:19]=[N:18][CH:17]=3)[CH:5]=[N:6][C:7]=2[O:8][CH2:9][C:10]([F:13])([F:12])[F:11])[CH:34]=[CH:35][C:36]=1[CH3:37] |f:3.4.5,7.8.9.10|.